From a dataset of the Open Reaction Database (ORD), a public repository of structured organic reaction records. describe an organic reaction: reactants, conditions, products, and yield The reactants are C(C)OCCBr (2-bromoethyl ethyl ether), OC=1C=C(C=O)C=CC1O (3,4-dihydroxybenzaldehyde), C([O-])([O-])=O.[Na+].[Na+] (sodium carbonate), CN(C=O)C (dimethylformamide). The solvent is Cl (hydrochloric acid), C(C)(=O)OCC (ethyl acetate), O (water). Conditions: time 5 day. Yields the product C(C)OCCOC1=C(C=C(C=O)C=C1)O (4-(2-Ethoxyethoxy)-3-hydroxybenzaldehyde). Yield: 28.4%. As a reaction SMILES: [CH2:1]([O:3][CH2:4][CH2:5]Br)[CH3:2].[OH:7][C:8]1[CH:9]=[C:10]([CH:13]=[CH:14][C:15]=1[OH:16])[CH:11]=[O:12].C(=O)([O-])[O-].[Na+].[Na+].CN(C)C=O>Cl.C(OCC)(=O)C.O>[CH2:1]([O:3][CH2:4][CH2:5][O:16][C:15]1[CH:14]=[CH:13][C:10]([CH:11]=[O:12])=[CH:9][C:8]=1[OH:7])[CH3:2] |f:2.3.4|. Procedure: Commercially available 2-bromoethyl ethyl ether (33.8 g, 221 mmol) was added to a solution of commercially available 3,4-dihydroxybenzaldehyde (30.5 g, 221 mmol) and sodium carbonate (35.1 g, 331 mmol) in NP-dimethylformamide (310 mL) under nitrogen atmosphere at mom temperature. The liquid mixture was stirred at room temperature for 5 days. The reaction liquid was cooled to 0° C. and diluted with 2 M hydrochloric acid, ethyl acetate, and water. The aqueous layer was extracted with ethyl acetate... Starting materials: COC(=O)c1ccc(C(C)Br)cc1, CCc1ccccc1-c1ccccc1O, [K+], [K+], O=C([O-])[O-], CN(C)C=O. The product is CCc1ccccc1-c1ccccc1OCc1ccc(C(=O)OC)cc1. RXN SMILES: [Br:22][CH:23]([CH3:24])[c:25]1[cH:26][cH:27][c:28]([C:29](=[O:30])[O:31][CH3:32])[cH:33][cH:34]1.[CH3:1][CH2:2][c:3]1[c:4](-[c:9]2[c:10]([OH:15])[cH:11][cH:12][cH:13][cH:14]2)[cH:5][cH:6][cH:7][cH:8]1.[K+:16].[K+:17].[O-:18][C:19]([O-:20])=[O:21].[O:35]=[CH:36][N:37]([CH3:38])[CH3:39]>>[CH3:1][CH2:2][c:3]1[c:4](-[c:9]2[c:10]([O:15][CH2:23][c:25]3[cH:26][cH:27][c:28]([C:29](=[O:30])[O:31][CH3:32])[cH:33][cH:34]3)[cH:11][cH:12][cH:13][cH:14]2)[cH:5][cH:6][cH:7][cH:8]1. Reactants: CC(C)(C)OC(=O)N1CCCN(c2ccc([N+](=O)[O-])cc2)CC1, CCO. The product is CC(C)(C)OC(=O)N1CCCN(c2ccc(N)cc2)CC1. RXN SMILES: [C:1]([CH3:2])([CH3:3])([CH3:4])[O:5][C:6](=[O:7])[N:8]1[CH2:9][CH2:10][N:11]([c:15]2[cH:16][cH:17][c:18]([N+:21]([O-:22])=[O:23])[cH:19][cH:20]2)[CH2:12][CH2:13][CH2:14]1.[CH3:24][CH2:25][OH:26]>>[C:1]([CH3:2])([CH3:3])([CH3:4])[O:5][C:6](=[O:7])[N:8]1[CH2:9][CH2:10][N:11]([c:15]2[cH:16][cH:17][c:18]([NH2:21])[cH:19][cH:20]2)[CH2:12][CH2:13][CH2:14]1. The reactants are C1(=CC=CC=C1)S(=O)(=O)Cl (benzenesulfonyl chloride), C1(=CC=CC=C1)S(=O)(=O)Cl (benzenesulfonyl chloride), C1(=CC=CC=C1)COC=1C=C2C=CNC2=CC1 (5-[(phenylmethyl)oxy]-1H-indole), [OH-].[Na+] (NaOH). Reagents/catalysts: [Br-].C(CCC)[N+](CCCC)(CCCC)CCCC (tetrabutylammonium bromide). Run in O (water), C1(=CC=CC=C1)C (toluene). Reaction conditions: time 30 minute. The product is C1(=CC=CC=C1)COC=1C=C2C=CN(C2=CC1)S(=O)(=O)C1=CC=CC=C1 (5-[(Phenylmethyl)oxy]-1-(phenylsulfonyl)-1H-indole). Yield: 87.3%. RXN SMILES: [C:1]1([CH2:7][O:8][C:9]2[CH:10]=[C:11]3[C:15](=[CH:16][CH:17]=2)[NH:14][CH:13]=[CH:12]3)[CH:6]=[CH:5][CH:4]=[CH:3][CH:2]=1.[C:18]1([S:24](Cl)(=[O:26])=[O:25])[CH:23]=[CH:22][CH:21]=[CH:20][CH:19]=1.[OH-].[Na+]>C1(C)C=CC=CC=1.[Br-].C([N+](CCCC)(CCCC)CCCC)CCC.O>[C:1]1([CH2:7][O:8][C:9]2[CH:10]=[C:11]3[C:15](=[CH:16][CH:17]=2)[N:14]([S:24]([C:18]2[CH:23]=[CH:22][CH:21]=[CH:20][CH:19]=2)(=[O:26])=[O:25])[CH:13]=[CH:12]3)[CH:2]=[CH:3][CH:4]=[CH:5][CH:6]=1 |f:2.3,5.6|. Procedure: To a suspension of 5-[(phenylmethyl)oxy]-1H-indole (10 g, 44.78 mmol) in toluene (100 mL) was added benzenesulfonyl chloride (9.1 g, 51.5 mmol), tetrabutylammonium bromide (1.44 g, 4.48 mmol) and a solution of NaOH (23 g, 582 mmol) in 100 mL of water. The mixture was rapidly stirred at rt. After 30 min, additional benzenesulfonyl chloride (0.97 g, 5.5 mmol) was added and stirred for another 30 min. The mixture was partitioned between Et2O and water. The aqueous phase was extracted with Et2O. The... The reactants are ice water, C(C=1C(O)=CC=CC1)(=O)OC (methyl salicylate), Cl.ClCC1=CC=NC=C1 (4-chloromethylpyridine hydrochloride), C([O-])([O-])=O.[K+].[K+] (potassium carbonate). Run in CN(C=O)C (N,N-dimethylformamide). Reaction conditions: time 8 hour. The product is N1=CC=C(C=C1)COC1=C(C(=O)OC)C=CC=C1 (Methyl 2-(pyridin-4-yl)methoxybenzoate). The yield is 74.7%. RXN SMILES: [C:1]([O:10][CH3:11])(=[O:9])[C:2]1[C:3](=[CH:5][CH:6]=[CH:7][CH:8]=1)[OH:4].Cl.Cl[CH2:14][C:15]1[CH:20]=[CH:19][N:18]=[CH:17][CH:16]=1.C(=O)([O-])[O-].[K+].[K+]>CN(C)C=O>[N:18]1[CH:19]=[CH:20][C:15]([CH2:14][O:4][C:3]2[CH:5]=[CH:6][CH:7]=[CH:8][C:2]=2[C:1]([O:10][CH3:11])=[O:9])=[CH:16][CH:17]=1 |f:1.2,3.4.5|. Procedure: To a solution of methyl salicylate (10 g, 66 mmol) and 4-chloromethylpyridine hydrochloride (11 g, 67 mmol) in N,N-dimethylformamide (150 mL) was added potassium carbonate (19 g, 140 mmol) under ice-cooling, and then the mixture was allowed to warm to room temperature and stirred overnight. The reaction mixture was poured into an ice water and the aqueous layer was extracted with ethyl acetate (150 mL, twice). The ethyl acetate layer was washed with a saturated brine solution (200 mL), dried ove...